Dataset: the Open Reaction Database (ORD), a public repository of structured organic reaction records. Task: describe an organic reaction: reactants, conditions, products, and yield The reactants are O=C(Br)CBr, CCN(C(C)C)C(C)C, CCOC(C)=O, CC(C)(C)OC(=O)N1CCC(Nc2ccc(C(F)(F)F)cc2)CC1, C1CCOC1. Product: CC(C)(C)OC(=O)N1CCC(N(C(=O)CBr)c2ccc(C(F)(F)F)cc2)CC1. Reaction SMILES: [Br:34][CH2:35][C:36](=[O:37])[Br:38].[CH2:25]([N:26]([CH:27]([CH3:28])[CH3:29])[CH:30]([CH3:31])[CH3:32])[CH3:33].[CH3:44][CH2:45][O:46][C:47](=[O:48])[CH3:49].[F:1][C:2]([c:3]1[cH:4][cH:5][c:6]([NH:9][CH:10]2[CH2:11][CH2:12][N:13]([C:16](=[O:17])[O:18][C:19]([CH3:20])([CH3:21])[CH3:22])[CH2:14][CH2:15]2)[cH:7][cH:8]1)([F:23])[F:24].[O:39]1[CH2:40][CH2:41][CH2:42][CH2:43]1>>[F:1][C:2]([c:3]1[cH:4][cH:5][c:6]([N:9]([CH:10]2[CH2:11][CH2:12][N:13]([C:16](=[O:17])[O:18][C:19]([CH3:20])([CH3:21])[CH3:22])[CH2:14][CH2:15]2)[C:36]([CH2:35][Br:34])=[O:37])[cH:7][cH:8]1)([F:23])[F:24]. Starting materials: [Cl-].C(C(C)C)[Al+]CC(C)C (diisobutylaluminium chloride), CN(C=1C=CC=C2C=CC=C(C12)[Li])C ([8-(dimethylamino)naphth-1-yl]lithium). The solvent is C(C)OCC (diethyl ether). Reaction conditions: time 24 hour. Product: CN(C=1C=CC=C2C=CC=C(C12)[Al](CC(C)C)CC(C)C)C ([8-(dimethylamino)naphth-1-yl]diisobutylaluminium). Yield: 70907.1%. Reaction SMILES: [Cl-].[CH2:2]([Al+:6][CH2:7][CH:8]([CH3:10])[CH3:9])[CH:3]([CH3:5])[CH3:4].[CH3:11][N:12]([CH3:24])[C:13]1[CH:14]=[CH:15][CH:16]=[C:17]2[C:22]=1[C:21]([Li])=[CH:20][CH:19]=[CH:18]2>C(OCC)C>[CH3:11][N:12]([CH3:24])[C:13]1[CH:14]=[CH:15][CH:16]=[C:17]2[C:22]=1[C:21]([Al:6]([CH2:7][CH:8]([CH3:10])[CH3:9])[CH2:2][CH:3]([CH3:5])[CH3:4])=[CH:20][CH:19]=[CH:18]2 |f:0.1|. Reported procedure: 9.5 g (0.048 mmol) of diisobutylaluminium chloride were added dropwise to a suspension, cooled to −40° C., of 12.1 g (0.048 mmol) of [8-(dimethylamino)naphth-1-yl]lithium etherate and 100 ml of diethyl ether in an inert nitrogen atmosphere. After slow warming to room temperature, the mixture was stirred for a further 24 hours in order to complete the reaction. Filtration through a D4 frit and removal of the solvent by distillation gave 10.6 g of [8-(dimethylamino)naphth-1-yl]diisobutylaluminium ... Reactants: OCC1=NN(N=C1)CCC (4-hydroxymethyl-2-propyl-1,2,3-triazole), S(=O)(Cl)Cl (thionyl chloride). Yields the product ClCC1=NN(N=C1)CCC (4-chloromethyl-2-propyl-1,2,3-triazole). As a reaction SMILES: O[CH2:2][C:3]1[CH:7]=[N:6][N:5]([CH2:8][CH2:9][CH3:10])[N:4]=1.S(Cl)([Cl:13])=O>>[Cl:13][CH2:2][C:3]1[CH:7]=[N:6][N:5]([CH2:8][CH2:9][CH3:10])[N:4]=1. Procedure details: To a solution of aluminum lithium hydride (1.57 g) in THF (140 ml) was added dropwise methyl 2-propyl-1,2,3-triazole-4-carboxylate (7.0 g) in. THF (70 ml) at 0° C. The mixture was stirred for 1 hour at room temperature, and an aqueous solution of saturated sodium thiosulfate was added to the mixture at 0° C. The mixture was filtered with Celite, and washed with ethanol. The solvent was removed under reduced pressure, and the obtained residue was purified by silica gel column chromatography, to g... The reactants are F[C@H]1C[C@@H](O[C@@H]1COC(=O)C1=CC=C(C=C1)C)N1C(=O)NC(=O)C(=C1)C#C[Si](C)(C)C (2',3'-Dideoxy-3'-fluoro-5'-O-p-toluoyl-5-(trimethylsilylethynyl) uridine), [Na] (sodium). Solvent: C[O-].[Na+] (sodium methoxide), CO (methanol), CO (methanol). Reaction conditions: time 3 hour. Product: C(#C)C=1C(NC(N([C@H]2C[C@@H]([C@@H](CO)O2)F)C1)=O)=O (2',3'-Dideoxy-5-ethynyl-3'-fluorouridine). Reaction SMILES: [F:1][C@@H:2]1[C@@H:6]([CH2:7][O:8]C(C2C=CC(C)=CC=2)=O)[O:5][C@@H:4]([N:18]2[CH:25]=[C:24]([C:26]#[C:27][Si](C)(C)C)[C:22](=[O:23])[NH:21][C:19]2=[O:20])[CH2:3]1.[Na]>C[O-].[Na+].CO>[C:26]([C:24]1[C:22](=[O:23])[NH:21][C:19](=[O:20])[N:18]([CH:25]=1)[C@@H:4]1[O:5][C@H:6]([CH2:7][OH:8])[C@@H:2]([F:1])[CH2:3]1)#[CH:27] |f:2.3,^1:31|. Reported procedure: A solution of the product of Stage c), in 0.2M sodium methoxide in methanol (freshly prepared from sodium and methanol) is stirred at room temperature for 3.0 hr. then neutralized by portionwise addition of Dowex 50 (H+) ion exchange resin. The resin is filtered off and washed well with methanol. The filtrate is evaporated to dryness and the residue partitioned between water and ether. The aqueous layer is washed with ether then evaporated to dryness, the residue triturated with ethanol and the ... Starting materials: COc1ccc(C(=O)O)cc1, CC(C)O, CSc1ccc2ccc(N)nc2n1, O. Product: COc1ccc(C(=O)Nc2ccc3ccc(SC)nc3n2)cc1. As a reaction SMILES: [CH3:1][O:2][c:3]1[cH:4][cH:5][c:6]([C:9]([OH:10])=[O:11])[cH:7][cH:8]1.[CH3:25][CH:26]([OH:27])[CH3:28].[NH2:12][c:13]1[n:14][c:15]2[n:16][c:17]([S:23][CH3:24])[cH:18][cH:19][c:20]2[cH:21][cH:22]1.[OH2:29]>>[CH3:1][O:2][c:3]1[cH:4][cH:5][c:6]([C:9](=[O:11])[NH:12][c:13]2[n:14][c:15]3[n:16][c:17]([S:23][CH3:24])[cH:18][cH:19][c:20]3[cH:21][cH:22]2)[cH:7][cH:8]1. Yield: 50.1%. Procedure: 1-(7-amino-4-fluoro-1H-pyrrolo[2,3-c]pyridin-3-yl)-2-(4-(1-phenyl-1H-tetrazol-5-yl)piperazin-1-yl)ethane-1,2-dione (100 mg, 0.23 mmol) was dissolved in pyridine (2 mL) and the mixture was heated at 50° C. Acetyl chloride (65 uL, 0.92 mmol) was added and the mixture was stirred at this temperature for 1 h. Solvent was removed in vacuum and the residue was purified using reverse phase prep HPLC to afford the title compound as a white solid (55 mg). 1HNMR (500 MHz, DMSO-D6) δ 8.34 (s, 1H), 8.04 (d,... Run at temperature 50 celsius, time 1 hour. Reactants: NC=1N=CC(=C2C1NC=C2C(C(=O)N2CCN(CC2)C2=NN=NN2C2=CC=CC=C2)=O)F (1-(7-amino-4-fluoro-1H-pyrrolo[2,3-c]pyridin-3-yl)-2-(4-(1-phenyl-1H-tetrazol-5-yl)piperazin-1-yl)ethane-1,2-dione), C(C)(=O)Cl (Acetyl chloride). As a reaction SMILES: [NH2:1][C:2]1[N:3]=[CH:4][C:5]([F:32])=[C:6]2[C:10]([C:11](=[O:31])[C:12]([N:14]3[CH2:19][CH2:18][N:17]([C:20]4[N:24]([C:25]5[CH:30]=[CH:29][CH:28]=[CH:27][CH:26]=5)[N:23]=[N:22][N:21]=4)[CH2:16][CH2:15]3)=[O:13])=[CH:9][NH:8][C:7]=12.[C:33](Cl)(=[O:35])[CH3:34]>N1C=CC=CC=1>[F:32][C:5]1[CH:4]=[N:3][C:2]([NH:1][C:33](=[O:35])[CH3:34])=[C:7]2[NH:8][CH:9]=[C:10]([C:11](=[O:31])[C:12](=[O:13])[N:14]3[CH2:15][CH2:16][N:17]([C:20]4[N:24]([C:25]5[CH:30]=[CH:29][CH:28]=[CH:27][CH:26]=5)[N:23]=[N:22][N:21]=4)[CH2:18][CH2:19]3)[C:6]=12. The solvent is N1=CC=CC=C1 (pyridine). Yields the product FC1=C2C(=C(N=C1)NC(C)=O)NC=C2C(C(N2CCN(CC2)C2=NN=NN2C2=CC=CC=C2)=O)=O (N-(4-fluoro-3-(2-oxo-2-(4-(1-phenyl-1H-tetrazol-5-yl)piperazin-1-yl)acetyl)-1H-pyrrolo[2,3-c]pyridin-7-yl)acetamide). The reactants are [Si](C)(C)(C(C)(C)C)OCC=1C=C(C=CC1)C1(C(CSC2=CC(=CC=C12)OC)C1=CC=C(C=C1)OC)O (4-[3-(t-butyldimethylsilyloxymethyl)phenyl]-7-methoxy-3 (4-methoxyphenyl)thiochroman-4-ol), C(#N)[BH3-].[Na+] (sodium cyanoborohydride), O (water). Reagents/catalysts: [I-].[Zn+2].[I-] (zinc iodide). Solvent: ClCCCl (1,2-dichloroethane). Run at temperature 68 celsius, time 2.5 hour. Yields the product [Si](C)(C)(C(C)(C)C)OCC=1C=C(C=CC1)C1C(CSC2=CC(=CC=C12)OC)C1=CC=C(C=C1)OC (4-[-3-(t-butyldimethylsilyloxymethyl)phenyl]-7-methoxy-3-(4-methoxyphenyl)thiochroman). Yield: 61.0%. RXN SMILES: [Si:1]([O:8][CH2:9][C:10]1[CH:11]=[C:12]([C:16]2(O)[C:25]3[C:20](=[CH:21][C:22]([O:26][CH3:27])=[CH:23][CH:24]=3)[S:19][CH2:18][CH:17]2[C:28]2[CH:33]=[CH:32][C:31]([O:34][CH3:35])=[CH:30][CH:29]=2)[CH:13]=[CH:14][CH:15]=1)([C:4]([CH3:7])([CH3:6])[CH3:5])([CH3:3])[CH3:2].C([BH3-])#N.[Na+].O>ClCCCl.[I-].[Zn+2].[I-]>[Si:1]([O:8][CH2:9][C:10]1[CH:11]=[C:12]([CH:16]2[C:25]3[C:20](=[CH:21][C:22]([O:26][CH3:27])=[CH:23][CH:24]=3)[S:19][CH2:18][CH:17]2[C:28]2[CH:33]=[CH:32][C:31]([O:34][CH3:35])=[CH:30][CH:29]=2)[CH:13]=[CH:14][CH:15]=1)([C:4]([CH3:5])([CH3:7])[CH3:6])([CH3:3])[CH3:2] |f:1.2,5.6.7|. Procedure: To a solution of 4-[3-(t-butyldimethylsilyloxymethyl)phenyl]-7-methoxy-3 (4-methoxyphenyl)thiochroman-4-ol (619 mg, 1.184 mmol) in 1,2-dichloroethane (70 ml) were added zinc iodide (567 mg, 1.776 mmol) and sodium cyanoborohydride (558 mg, 8.88 mmol) and stirred at 68° C. for 2.5 hours. When the reaction was completed, water was added to the reaction mixture and extracted with ethyl acetate: The extract was dried over anhydrous magnesium sulfate and concentrated under reduced pressure. The residu...